Dataset: the Open Reaction Database (ORD), a public repository of structured organic reaction records. Task: describe an organic reaction: reactants, conditions, products, and yield Starting materials: COC1=CC=CC2=C1OC1=C2C=CC=C1 (4-Methoxydibenzo[b,d]furan), O.NN (hydrazine hydrate), solution. Reagents/catalysts: [Ni] (raney nickel). The solvent is CO (methanol). Run at time 2 hour. Yields the product NC1=CC=C(C=2OC3=C(C21)C=CC=C3)OC (1-amino-4-methoxy-dibenzo[b,d]furan). Reaction SMILES: [CH3:1][O:2][C:3]1[C:8]2[O:9][C:10]3[CH:15]=[CH:14][CH:13]=[CH:12][C:11]=3[C:7]=2[CH:6]=[CH:5][CH:4]=1.O.[NH2:17]N>CO.[Ni]>[NH2:17][C:6]1[C:7]2[C:11]3[CH:12]=[CH:13][CH:14]=[CH:15][C:10]=3[O:9][C:8]=2[C:3]([O:2][CH3:1])=[CH:4][CH:5]=1 |f:1.2|. Reported procedure: Intermediate 38 (550 mg, 2.26 mmol) was taken in methanol (10 ml) and raney nickel catalyst (100 mg, 18% w/w) was added. The reaction mixture was refluxed and to this was added hydrazine hydrate (99%) solution (2 ml) slowly over a period of 10 min. The refluxing continued for 2 h. The catalyst was filtered and the filterate was concentrated and diluted with water (100 ml) and further extracted with ethyl acetate (3×25 ml). The organic layer was washed with water and concentrated to give the prod... The reactants are CC(C)O, Fc1cc(-c2ccc(Cl)cn2)cnc1F, NN, O. The product is NNc1ncc(-c2ccc(Cl)cn2)cc1F. RXN SMILES: [CH:18]([OH:19])([CH3:20])[CH3:21].[Cl:1][c:2]1[cH:3][cH:4][c:5](-[c:8]2[cH:9][c:10]([F:15])[c:11]([F:14])[n:12][cH:13]2)[n:6][cH:7]1.[NH2:16][NH2:17].[OH2:22]>>[Cl:1][c:2]1[cH:3][cH:4][c:5](-[c:8]2[cH:9][c:10]([F:15])[c:11]([NH:16][NH2:17])[n:12][cH:13]2)[n:6][cH:7]1.